From a dataset of the Open Reaction Database (ORD), a public repository of structured organic reaction records. describe an organic reaction: reactants, conditions, products, and yield Reactants: NCCCCCC(=O)O (6-aminohexanoic acid), C([O-])([O-])=O.[Na+].[Na+] (sodium carbonate), C(=O)(OCC)N1C(C=2C(C1=O)=CC=CC2)=O (N-carbethoxyphthalimide). Reaction SMILES: [NH2:1][CH2:2][CH2:3][CH2:4][CH2:5][CH2:6][C:7]([OH:9])=[O:8].C(=O)([O-])[O-].[Na+].[Na+].C(N1[C:25](=[O:26])[C:24]2=[CH:27][CH:28]=[CH:29][CH:30]=[C:23]2[C:22]1=[O:31])(OCC)=O>O>[C:22]1(=[O:31])[N:1]([CH2:2][CH2:3][CH2:4][CH2:5][CH2:6][C:7]([OH:9])=[O:8])[C:25](=[O:26])[C:24]2=[CH:27][CH:28]=[CH:29][CH:30]=[C:23]12 |f:1.2.3|. Procedure details: Combine 6-aminohexanoic acid (6-aminocaproic acid) (8.0 g, 60 mmol) and water (100 mL). Add sodium carbonate (6.84 g, 64 mmol) and N-carbethoxyphthalimide (14.0 g, 64 mmol). After 1.5 hours, extract the reaction mixture with ethyl acetate (100 mL). Cool the aqueous layer in an ice bath and acidify using concentrated hydrochloric acid to give a solid. Collect the solid by filtration, rinse with water, and dry to give 6-phthalimidohexanoic acid (12.7 g, 80% yield). Run at time 1.5 hour. Run in O (water). The yield is 81.0%. Yields the product C1(C=2C(C(N1CCCCCC(=O)O)=O)=CC=CC2)=O (6-phthalimidohexanoic acid). Starting materials: COC(c1ccc(N)cc1CC(C)C)(C(F)(F)F)C(F)(F)F, C[O-], CO, Cl, COC(=O)c1nccnc1CF, [Na+]. Product: COC(c1ccc(NC(=O)c2nccnc2CF)cc1CC(C)C)(C(F)(F)F)C(F)(F)F. Reaction SMILES: [CH2:13]([CH:14]([CH3:15])[CH3:16])[c:17]1[cH:18][c:19]([NH2:20])[cH:21][cH:22][c:23]1[C:24]([C:25]([F:26])([F:27])[F:28])([C:29]([F:30])([F:31])[F:32])[O:33][CH3:34].[CH3:35][O-:36].[CH3:39][OH:40].[ClH:38].[F:1][CH2:2][c:3]1[c:4]([C:9]([O:11][CH3:10])=[O:12])[n:5][cH:6][cH:7][n:8]1.[Na+:37]>>[F:1][CH2:2][c:3]1[c:4]([C:9](=[O:11])[NH:20][c:19]2[cH:18][c:17]([CH2:13][CH:14]([CH3:15])[CH3:16])[c:23]([C:24]([C:25]([F:26])([F:27])[F:28])([C:29]([F:30])([F:31])[F:32])[O:33][CH3:34])[cH:22][cH:21]2)[n:5][cH:6][cH:7][n:8]1. Starting materials: C(C=C)C1(N(C(NC2=CC=C(C=C12)Cl)=O)CC(F)(F)F)C(F)(F)F (4-allyl-6-chloro-3-(2,2,2-trifluoroethyl)-4-(trifluoromethyl)-3,4-dihydroquinazolin-2(1H)-one). The product is ClC=1C=C2C(N(C(NC2=CC1)=O)CC(F)(F)F)(C(F)(F)F)CCC (6-chloro-4-propyl-3-(2,2,2-trifluoroethyl)-4-(trifluoromethyl)-3,4-dihydroquinazolin-2(1H)-one). Reagents/catalysts: [Pd] (Pd/C). RXN SMILES: [CH2:1]([C:4]1([C:21]([F:24])([F:23])[F:22])[C:13]2[C:8](=[CH:9][CH:10]=[C:11]([Cl:14])[CH:12]=2)[NH:7][C:6](=[O:15])[N:5]1[CH2:16][C:17]([F:20])([F:19])[F:18])[CH:2]=[CH2:3]>[Pd].C(OCC)(=O)C>[Cl:14][C:11]1[CH:12]=[C:13]2[C:8](=[CH:9][CH:10]=1)[NH:7][C:6](=[O:15])[N:5]([CH2:16][C:17]([F:20])([F:19])[F:18])[C:4]2([CH2:1][CH2:2][CH3:3])[C:21]([F:23])([F:24])[F:22]. Procedure details: A mixture of 4-allyl-6-chloro-3-(2,2,2-trifluoroethyl)-4-(trifluoromethyl)-3,4-dihydroquinazolin-2(1H)-one (42 mg, 0.11 mmol), ethyl acetate (3.5 ml) and 10% Pd/C (10 mg) was placed under hydrogen atmosphere (1 atm) at room temperature and stirred overnight. After bubbling nitrogen through reaction mixture, the mixture was filtered through a Celite, washing with ethyl acetate. The collected filtrate was concentrated to give an oil which was purified by reverse phase prep HPLC to afford 6-chloro-... Solvent: C(C)(=O)OCC (ethyl acetate). Reaction conditions: time 8 hour. Reactants: CC(C)(C)OC(=O)CNC(=O)C1=C(O)c2cc(Cl)c(F)cc2C(C)(C)C1=O, O=C(O)C(F)(F)F. The product is CC1(C)C(=O)C(C(=O)NCC(=O)O)=C(O)c2cc(Cl)c(F)cc21. RXN SMILES: [Cl:1][c:2]1[cH:3][c:4]2[c:9]([cH:10][c:11]1[F:12])[C:8]([CH3:13])([CH3:14])[C:7](=[O:15])[C:6]([C:16](=[O:17])[NH:18][CH2:19][C:20](=[O:21])[O:22][C:23]([CH3:24])([CH3:25])[CH3:26])=[C:5]2[OH:27].[F:28][C:29]([F:30])([F:31])[C:32]([OH:33])=[O:34]>>[Cl:1][c:2]1[cH:3][c:4]2[c:9]([cH:10][c:11]1[F:12])[C:8]([CH3:13])([CH3:14])[C:7](=[O:15])[C:6]([C:16](=[O:17])[NH:18][CH2:19][C:20](=[O:21])[OH:22])=[C:5]2[OH:27]. The reactants are CC(C)(C)OC(=O)N1CCc2cc(Oc3ccc(C(N)=O)cc3)ccc2C1, ClCCl, O=C(O)C(F)(F)F, [K+], [K+], O=C([O-])[O-]. Yields the product NC(=O)c1ccc(Oc2ccc3c(c2)CCNC3)cc1. Reaction SMILES: [C:1]([O:2][C:3](=[O:4])[N:8]1[CH2:9][c:10]2[cH:11][cH:12][c:13]([O:18][c:19]3[cH:20][cH:21][c:22]([C:25]([NH2:26])=[O:27])[cH:23][cH:24]3)[cH:14][c:15]2[CH2:16][CH2:17]1)([CH3:5])([CH3:6])[CH3:7].[Cl:41][CH2:42][Cl:43].[F:28][C:29]([F:30])([F:31])[C:32]([OH:33])=[O:34].[K+:35].[K+:36].[O-:37][C:38]([O-:39])=[O:40]>>[NH:8]1[CH2:9][c:10]2[cH:11][cH:12][c:13]([O:18][c:19]3[cH:20][cH:21][c:22]([C:25]([NH2:26])=[O:27])[cH:23][cH:24]3)[cH:14][c:15]2[CH2:16][CH2:17]1. Reaction SMILES: [CH2:50]([O:51][CH2:52][CH3:53])[CH3:54].[CH3:1][O:2][c:3]1[cH:4][cH:5][c:6]([CH2:7][n:8]2[n:9][c:10](-[c:21]3[cH:22][c:23]([NH:27][C:28](=[O:29])[NH:30][c:31]4[cH:32][cH:33][c:34]([C:37]([F:38])([F:39])[F:40])[cH:35][cH:36]4)[cH:24][cH:25][cH:26]3)[c:11](-[c:13]3[cH:14][c:15]([NH:19][CH3:20])[n:16][cH:17][cH:18]3)[cH:12]2)[cH:41][cH:42]1.[OH:43][C:44]([C:45]([F:46])([F:47])[F:48])=[O:49]>>[nH:8]1[n:9][c:10](-[c:21]2[cH:22][c:23]([NH:27][C:28](=[O:29])[NH:30][c:31]3[cH:32][cH:33][c:34]([C:37]([F:38])([F:39])[F:40])[cH:35][cH:36]3)[cH:24][cH:25][cH:26]2)[c:11](-[c:13]2[cH:14][c:15]([NH:19][CH3:20])[n:16][cH:17][cH:18]2)[cH:12]1. Product: CNc1cc(-c2c[nH]nc2-c2cccc(NC(=O)Nc3ccc(C(F)(F)F)cc3)c2)ccn1. Starting materials: CCOCC, CNc1cc(-c2cn(Cc3ccc(OC)cc3)nc2-c2cccc(NC(=O)Nc3ccc(C(F)(F)F)cc3)c2)ccn1, O=C(O)C(F)(F)F. Reactants: [O-]CC.[Na+] (sodium ethoxide), C(C1=CC=CC=C1)N1C(=NC=2C=NC=3C=CC=NC3C21)S(=O)(=O)C (1-benzyl-2-methanesulfonyl-1H-imidazo[4,5-c][1,5]naphthyridine), C(C)O (ethanol), [O-]CC.[Na+] (sodium ethoxide). Run in O (water). Product: C(C1=CC=CC=C1)N1C(=NC=2C=NC=3C=CC=NC3C21)OCC (1-benzyl-2-ethoxy-1H-imidazo[4,5-c][1,5]naphthyridine). RXN SMILES: [CH2:1]([N:8]1[C:20]2[C:19]3[N:18]=[CH:17][CH:16]=[CH:15][C:14]=3[N:13]=[CH:12][C:11]=2[N:10]=[C:9]1S(C)(=O)=O)[C:2]1[CH:7]=[CH:6][CH:5]=[CH:4][CH:3]=1.[CH2:25]([OH:27])[CH3:26].[O-]CC.[Na+]>O>[CH2:1]([N:8]1[C:20]2[C:19]3[N:18]=[CH:17][CH:16]=[CH:15][C:14]=3[N:13]=[CH:12][C:11]=2[N:10]=[C:9]1[O:27][CH2:25][CH3:26])[C:2]1[CH:7]=[CH:6][CH:5]=[CH:4][CH:3]=1 |f:2.3|. Procedure: To 1-benzyl-2-methanesulfonyl-1H-imidazo[4,5-c][1,5]naphthyridine (6.8 g, 20.1 mmol) was added ethanol (200 mL) and the suspension was stirred at room temperature. To this suspension was added sodium ethoxide (2.0 g) and the reaction was heated at reflux for 1 hour. After 1 hour additional sodium ethoxide was added, and the reaction was heated at reflux for 2 hours and then cooled to ambient. To this reaction was added water (500 mL), and the suspension was stirred for 30 minutes. The gray preci... Starting materials: CC(=O)C=1C=CC=C(C1)O (3-hydroxyacetophenone), C([O-])([O-])=O.[K+].[K+] (potassium carbonate), BrCC=C (3-bromo-propene). Run at time 16 hour. Reaction SMILES: [CH3:1][C:2]([C:4]1[CH:5]=[CH:6][CH:7]=[C:8]([OH:10])[CH:9]=1)=[O:3].C(=O)([O-])[O-].[K+].[K+].Br[CH2:18][CH:19]=[CH2:20]>CC(C)=O>[CH2:20]([O:10][C:8]1[CH:9]=[C:4]([C:2](=[O:3])[CH3:1])[CH:5]=[CH:6][CH:7]=1)[CH:19]=[CH2:18] |f:1.2.3|. Solvent: CC(=O)C (acetone). Procedure details: To solution of 3-hydroxyacetophenone (2.140 g, 15.72 mmol) in acetone (100 mL) was added potassium carbonate (4.344 g, 31.43 mmol), and 3-bromo-propene (2.282 g, 18.86 mmol) and the reaction was stirred at room temperature for 16 h. The solvent was removed in vacuo and water (25 mL) was added to the reaction mixture and then extracted with ethyl acetate (3×60 mL). The organic extracts were washed with brine (15 mL), dried (Na2SO4) and concentrated to give the title compound which was used as is ... Product: C(C=C)OC=1C=C(C=CC1)C(C)=O (1-(3-Allyloxy-phenyl)-ethanone). Reactants: IC1=CC=C(N=N1)NCC=1C(=NOC1C)C1=CC=CC=C1 ((6-iodo-pyridazine-3-yl)-(5-methyl-3-phenyl-isoxazol-4ylmethyl)-amine), C([O-])([O-])=O.[Na+].[Na+] (sodium carbonate), CO (methanol). The reagents and catalysts are C1(=CC=CC=C1)P([C-]1C=CC=C1)C1=CC=CC=C1.[C-]1(C=CC=C1)P(C1=CC=CC=C1)C1=CC=CC=C1.[Fe+2] (1,1′-bis(diphenylphosphino)ferrocene), C(C)(=O)[O-].[Pd+2].C(C)(=O)[O-] (palladium(II) acetate). Reaction conditions: temperature 50 celsius. Product: COC(=O)C=1N=NC(=CC1)NCC=1C(=NOC1C)C1=CC=CC=C1 (6-[(5-Methyl-3-phenyl-isoxazol-4-ylmethyl)-amino]-pyridazine-3-carboxylic acid methyl ester). Isolated yield 87.0%. As a reaction SMILES: I[C:2]1[N:7]=[N:6][C:5]([NH:8][CH2:9][C:10]2[C:11]([C:16]3[CH:21]=[CH:20][CH:19]=[CH:18][CH:17]=3)=[N:12][O:13][C:14]=2[CH3:15])=[CH:4][CH:3]=1.[C:22](=[O:25])([O-])[O-:23].[Na+].[Na+].[CH3:28]O>C1(P(C2C=CC=CC=2)[C-]2C=CC=C2)C=CC=CC=1.[C-]1(P(C2C=CC=CC=2)C2C=CC=CC=2)C=CC=C1.[Fe+2].C([O-])(=O)C.[Pd+2].C([O-])(=O)C>[CH3:28][O:23][C:22]([C:2]1[N:7]=[N:6][C:5]([NH:8][CH2:9][C:10]2[C:11]([C:16]3[CH:21]=[CH:20][CH:19]=[CH:18][CH:17]=3)=[N:12][O:13][C:14]=2[CH3:15])=[CH:4][CH:3]=1)=[O:25] |f:1.2.3,5.6.7,8.9.10|. Procedure: To a solution of (6-iodo-pyridazine-3-yl)-(5-methyl-3-phenyl-isoxazol-4ylmethyl)-amine (1.0 g, 2.6 mmol) in methanol (3 mL) was added sodium carbonate (270 mg, 2.6 mmol), 1,1′-bis(diphenylphosphino)ferrocene (141 mg, 0.26 mmol) and palladium(II) acetate (57 mg, 0.26 mmol). The resulting mixture was heated at 50° C. for 16 h under a carbon monoxide atmosphere. After cooling to room temperature it was filtered through Celite® and concentrated. Purification by chromatography (SiO2, heptane:ethyl ac... The reactants are CC1(C)OCc2cc(C(O)CN(CCCCCCOCCCCc3ccccc3)C(=O)OCc3ccccc3)ccc2O1, CO. Product: CC1(C)OCc2cc(C(O)CNCCCCCCOCCCCc3ccccc3)ccc2O1. Reaction SMILES: [CH3:1][C:2]1([CH3:43])[O:3][c:4]2[c:5]([cH:8][c:9]([CH:12]([CH2:13][N:14]([C:15]([O:16][CH2:17][c:18]3[cH:19][cH:20][cH:21][cH:22][cH:23]3)=[O:24])[CH2:25][CH2:26][CH2:27][CH2:28][CH2:29][CH2:30][O:31][CH2:32][CH2:33][CH2:34][CH2:35][c:36]3[cH:37][cH:38][cH:39][cH:40][cH:41]3)[OH:42])[cH:10][cH:11]2)[CH2:6][O:7]1.[CH3:44][OH:45]>>[CH3:1][C:2]1([CH3:43])[O:3][c:4]2[c:5]([cH:8][c:9]([CH:12]([CH2:13][NH:14][CH2:25][CH2:26][CH2:27][CH2:28][CH2:29][CH2:30][O:31][CH2:32][CH2:33][CH2:34][CH2:35][c:36]3[cH:37][cH:38][cH:39][cH:40][cH:41]3)[OH:42])[cH:10][cH:11]2)[CH2:6][O:7]1.